This data is from the Open Reaction Database (ORD), a public repository of structured organic reaction records. The task is: describe an organic reaction: reactants, conditions, products, and yield The reactants are ClC1=NC=2C(CCCC2C=N1)=NO (2-Chloro-6,7-dihydro-5H-quinazolin-8-one oxime), O (water). Solvent: CC(=O)C (acetone). Reaction conditions: temperature 80 celsius. Yields the product ClC1=NC=2C(CCCC2C=N1)=O (2-Chloro-6,7-dihydro-5H-quinazolin-8-one). Reaction SMILES: [Cl:1][C:2]1[N:11]=[CH:10][C:9]2[CH2:8][CH2:7][CH2:6][C:5](=NO)[C:4]=2[N:3]=1.[OH2:14]>CC(C)=O>[Cl:1][C:2]1[N:11]=[CH:10][C:9]2[CH2:8][CH2:7][CH2:6][C:5](=[O:14])[C:4]=2[N:3]=1. Procedure details: 2-Chloro-6,7-dihydro-5H-quinazolin-8-one oxime (Example 257a)(620 mg; 3.1 mmol) is dissolved in HClconc (12 ml), combined with water (50 ml) and acetone (12 ml) and heated to 80° C. for 20 minutes. The yellow solution is cooled and poured on Na2CO3/water (12 g/150 ml) and extracted with ethyl acetate three times. The combined organic phases are dried over Na2SO4, filtered and evaporated to dryness to deliver the title compound as yellow crystals (480 mg; 84%).